Dataset: the Open Reaction Database (ORD), a public repository of structured organic reaction records. Task: describe an organic reaction: reactants, conditions, products, and yield Starting materials: OCCN1CCN(CC1)C(C)=O (1-(2-hydroxyethyl)-4-acetylpiperazine), [H-].[Na+] (sodium hydride), ClC1N(C(C2=CC=CC=C12)=O)C1=NC2=NC(=CC=C2C=C1)Cl (3-chloro-2(-7-chloro-1,8-naphthyridin-2-yl)-1-isoindolinone). Run in O1CCCC1 (tetrahydrofuran). The product is C(C)(=O)N1CCN(CC1)CCOC1N(C(C2=CC=CC=C12)=O)C1=NC2=NC(=CC=C2C=C1)Cl (3-[2-(4-acetyl-1-piperazinyl)ethoxy]-2-(7-chloro-1,8-naphthyridin-2-yl)-1-isoindolinone). Yield: 30.5%. As a reaction SMILES: [OH:1][CH2:2][CH2:3][N:4]1[CH2:9][CH2:8][N:7]([C:10](=[O:12])[CH3:11])[CH2:6][CH2:5]1.[H-].[Na+].Cl[CH:16]1[C:24]2[C:19](=[CH:20][CH:21]=[CH:22][CH:23]=2)[C:18](=[O:25])[N:17]1[C:26]1[CH:35]=[CH:34][C:33]2[C:28](=[N:29][C:30]([Cl:36])=[CH:31][CH:32]=2)[N:27]=1>O1CCCC1>[C:10]([N:7]1[CH2:8][CH2:9][N:4]([CH2:3][CH2:2][O:1][CH:16]2[C:24]3[C:19](=[CH:20][CH:21]=[CH:22][CH:23]=3)[C:18](=[O:25])[N:17]2[C:26]2[CH:35]=[CH:34][C:33]3[C:28](=[N:29][C:30]([Cl:36])=[CH:31][CH:32]=3)[N:27]=2)[CH2:5][CH2:6]1)(=[O:12])[CH3:11] |f:1.2|. Reported procedure: The procedure is as in Example 22, but starting with 1-(2-hydroxyethyl)-4-acetylpiperazine (7.75 g) in anhydrous tetrahydrofuran (250 cc), an oily suspension (50% by weight; 2.3 g) of sodium hydride and 3-chloro-2(-7-chloro-1,8-naphthyridin-2-yl)-1-isoindolinone (10 g). After crystallization successively in 2-propanol and then in ethanol, 3-[2-(4-acetyl-1-piperazinyl)ethoxy]-2-(7-chloro-1,8-naphthyridin-2-yl)-1-isoindolinone (4.3 g), m.p. 172° C., is obtained. Starting materials: C(=O)NC(C(=O)C=1C=NC=CC1)CC (2-formylamino-1-(3-pyridyl)-1-butanone), C(C)(=O)[O-].[NH4+] (ammonium acetate), N (ammonia). The solvent is C(C)(=O)O (acetic acid). Conditions: temperature 100 celsius, time 1.5 hour. Yields the product C(C)C1=C(N=CN1)C=1C=NC=CC1 (5-ethyl-4-(3-pyridyl)imidazole). Isolated yield 90.2%. As a reaction SMILES: [CH:1]([NH:3][CH:4]([CH2:13][CH3:14])[C:5]([C:7]1[CH:8]=[N:9][CH:10]=[CH:11][CH:12]=1)=O)=O.C([O-])(=O)C.[NH4+:19].N>C(O)(=O)C>[CH2:13]([C:4]1[NH:3][CH:1]=[N:19][C:5]=1[C:7]1[CH:8]=[N:9][CH:10]=[CH:11][CH:12]=1)[CH3:14] |f:1.2|. Procedure: A mixture of 2-formylamino-1-(3-pyridyl)-1-butanone (640 mg) and ammonium acetate (5.13 g) in acetic acid (5 ml) was stirred at 100° C. for 1.5 hours. After cooling, 28% aqueous ammonia was added to the reaction mixture and the mixture was extracted with chloroform. The organic layer was washed with brine, dried over anhydrous sodium sulfate and the solvent was removed under reduced pressure. The resulting residue was triturated with ethyl acetate-diethyl ether to obtain 5-ethyl-4-(3-pyridyl)imi... The reactants are O=C([O-])[O-], CCC(C)=O, CC1CN(Cc2ccc(F)cc2)CCN1C(=O)CCl, O=[N+]([O-])c1cc(Cl)ccc1O, [I-], [K+], [K+], [K+]. Yields the product CC1CN(Cc2ccc(F)cc2)CCN1C(=O)COc1ccc(Cl)cc1[N+](=O)[O-]. Reaction SMILES: [C:31](=[O:32])([O-:33])[O-:34].[CH3:39][C:40](=[O:41])[CH2:42][CH3:43].[Cl:1][CH2:2][C:3](=[O:4])[N:5]1[CH:6]([CH3:19])[CH2:7][N:8]([CH2:11][c:12]2[cH:13][cH:14][c:15]([F:18])[cH:16][cH:17]2)[CH2:9][CH2:10]1.[Cl:20][c:21]1[cH:22][c:23]([N+:28](=[O:29])[O-:30])[c:24]([OH:27])[cH:25][cH:26]1.[I-:38].[K+:35].[K+:36].[K+:37]>>[CH2:2]([C:3](=[O:4])[N:5]1[CH:6]([CH3:19])[CH2:7][N:8]([CH2:11][c:12]2[cH:13][cH:14][c:15]([F:18])[cH:16][cH:17]2)[CH2:9][CH2:10]1)[O:27][c:24]1[c:23]([N+:28](=[O:29])[O-:30])[cH:22][c:21]([Cl:20])[cH:26][cH:25]1. The reactants are CC1(OB(OC1(C)C)C1=NN(C2=NC=CC=C21)C(C2=CC=CC=C2)(C2=CC=CC=C2)C2=CC=CC=C2)C (3-(4,4,5,5-tetramethyl-1,3,2-dioxaborolan-2-yl)-1-trityl-pyrazolo[5,4-b]pyridine), ClC1=NC=C(C(=N1)N[C@@H]1C[C@@H](CCC1)NC(=O)C=1N=CN(C1)C)F (N-[(1R,3S)-3-[(2-chloro-5-fluoro-pyrimidin-4-yl)amino]cyclohexyl]-1-methyl-imidazole-4-carboxamide), [O-]P(=O)([O-])[O-].[K+].[K+].[K+] (K3PO4), C1(CCCCC1)P(C1=C(C=CC=C1)C1=C(C=C(C=C1C(C)C)C(C)C)C(C)C)C1CCCCC1 (dicyclohexyl-[2-(2,4,6-triisopropylphenyl)-phenyl]phosphane). Reagents/catalysts: C=1C=CC(=CC1)/C=C/C(=O)/C=C/C2=CC=CC=C2.C=1C=CC(=CC1)/C=C/C(=O)/C=C/C2=CC=CC=C2.C=1C=CC(=CC1)/C=C/C(=O)/C=C/C2=CC=CC=C2.[Pd].[Pd] (Pd2(dba)3). The solvent is 2-Me THF, O (water). Run at temperature 80 celsius. The product is FC=1C(=NC(=NC1)C1=NN(C2=NC=CC=C21)C(C2=CC=CC=C2)(C2=CC=CC=C2)C2=CC=CC=C2)N[C@@H]2C[C@@H](CCC2)NC(=O)C=2N=CN(C2)C (N-((1R,3S)-3-((5-fluoro-2-(1-trityl-1H-pyrazolo[3,4-b]pyridin-3-yl)pyrimidin-4-yl)amino)cyclohexyl)-1-methyl-1H-imidazole-4-carboxamide). RXN SMILES: CC1(C)C(C)(C)OB([C:9]2[C:17]3[C:12](=[N:13][CH:14]=[CH:15][CH:16]=3)[N:11]([C:18]([C:31]3[CH:36]=[CH:35][CH:34]=[CH:33][CH:32]=3)([C:25]3[CH:30]=[CH:29][CH:28]=[CH:27][CH:26]=3)[C:19]3[CH:24]=[CH:23][CH:22]=[CH:21][CH:20]=3)[N:10]=2)O1.Cl[C:39]1[N:44]=[C:43]([NH:45][C@H:46]2[CH2:51][CH2:50][CH2:49][C@@H:48]([NH:52][C:53]([C:55]3[N:56]=[CH:57][N:58]([CH3:60])[CH:59]=3)=[O:54])[CH2:47]2)[C:42]([F:61])=[CH:41][N:40]=1.[O-]P([O-])([O-])=O.[K+].[K+].[K+].C1(P(C2CCCCC2)C2C=CC=CC=2C2C(C(C)C)=CC(C(C)C)=CC=2C(C)C)CCCCC1>C1C=CC(/C=C/C(/C=C/C2C=CC=CC=2)=O)=CC=1.C1C=CC(/C=C/C(/C=C/C2C=CC=CC=2)=O)=CC=1.C1C=CC(/C=C/C(/C=C/C2C=CC=CC=2)=O)=CC=1.[Pd].[Pd].O>[F:61][C:42]1[C:43]([NH:45][C@H:46]2[CH2:51][CH2:50][CH2:49][C@@H:48]([NH:52][C:53]([C:55]3[N:56]=[CH:57][N:58]([CH3:60])[CH:59]=3)=[O:54])[CH2:47]2)=[N:44][C:39]([C:9]2[C:17]3[C:12](=[N:13][CH:14]=[CH:15][CH:16]=3)[N:11]([C:18]([C:31]3[CH:36]=[CH:35][CH:34]=[CH:33][CH:32]=3)([C:25]3[CH:26]=[CH:27][CH:28]=[CH:29][CH:30]=3)[C:19]3[CH:24]=[CH:23][CH:22]=[CH:21][CH:20]=3)[N:10]=2)=[N:40][CH:41]=1 |f:2.3.4.5,7.8.9.10.11|. Procedure: To a solution of 3-(4,4,5,5-tetramethyl-1,3,2-dioxaborolan-2-yl)-1-trityl-pyrazolo[5,4-b]pyridine, 45, (0.259 g, 0.532 mmol) and N-[(1R,3S)-3-[(2-chloro-5-fluoro-pyrimidin-4-yl)amino]cyclohexyl]-1-methyl-imidazole-4-carboxamide, 24, (0.150 g, 0.425 mmol) in 2-Me-THF (7.1 mL) and water (1.4 mL) was added K3PO4 (0.316 g, 1.488 mmol). The solution was degassed for 10 minutes under flow of nitrogen. Pd2(dba)3 (0.027 g, 0.030 mmol) and dicyclohexyl-[2-(2,4,6-triisopropylphenyl)-phenyl]phosphane (0.03... Isolated yield 58.0%. The product is C(C)(C)(C)OC1=C(CN(CCCCCCC2CCC(CC2)C2=C(C=CC=C2)OC)CC2=NC=CC=C2)C=CC=C1 (N-(2-tert-butoxybenzyl)-6-(4-(2-methoxyphenyl)cyclohexyl)-N-(pyridin-2-ylmethyl)hexan-1-amine). Run at time 8 hour. As a reaction SMILES: Br[CH2:2][CH2:3][CH2:4][CH2:5][CH2:6][CH2:7][N:8]([CH2:16][C:17]1[CH:22]=[CH:21][CH:20]=[CH:19][C:18]=1[O:23][C:24]([CH3:27])([CH3:26])[CH3:25])[CH2:9][C:10]1[CH:15]=[CH:14][CH:13]=[CH:12][N:11]=1.CO[CH:30]1[CH2:35][CH:34]([C:36]2[CH:41]=[CH:40][CH:39]=[CH:38][CH:37]=2)[CH2:33][CH2:32]N1.[C:42]([O-:45])([O-])=O.[K+].[K+].[CH3:48]C#N>>[C:24]([O:23][C:18]1[CH:19]=[CH:20][CH:21]=[CH:22][C:17]=1[CH2:16][N:8]([CH2:9][C:10]1[CH:15]=[CH:14][CH:13]=[CH:12][N:11]=1)[CH2:7][CH2:6][CH2:5][CH2:4][CH2:3][CH2:2][CH:39]1[CH2:38][CH2:37][CH:36]([C:34]2[CH:33]=[CH:32][CH:48]=[CH:30][C:35]=2[O:45][CH3:42])[CH2:41][CH2:40]1)([CH3:27])([CH3:26])[CH3:25] |f:2.3.4|. Starting materials: BrCCCCCCN(CC1=NC=CC=C1)CC1=C(C=CC=C1)OC(C)(C)C (6-bromo-N-(2-tert-butoxybenzyl)-N-(pyridin-2-ylmethyl)hexan-1-amine), COC1NCCC(C1)C1=CC=CC=C1 (2-methoxy-4-phenylpiperidine), C(=O)([O-])[O-].[K+].[K+] (K2CO3), CC#N (CH3CN). Procedure: The compound 10 (0.377 g, 0.85 mmol), 2-methoxy-4-phenylpiperidine (0.262 g, 1.54 mmol) and K2CO3 (0.118 g, 0.85 mmol) were added to 50 mL CH3CN, and the solution was refluxed under argon atmosphere for 6 h and stirred overnight. Then the solvent was evaporated to dryness. Purification was carried out on a silica gel TLC plate that was developed in 4% methanolic NH3 (7 M NH3 in methanol)/96% CH2Cl2. The product was obtained as pale yellow oil (58%). 1H NMR (CDCl3) δ 8.491 (d, 1H, Ar), 7.262 (m, ... Starting materials: S1N=NC2=C1C=CC(=C2)C(=O)O (benzo[1,2,3]thiadiazole-5-carboxylic acid), N1(CCOCC1)CCOC1=CC=C(C2=CC=CC=C12)N (4-(2-morpholin-4-yl-ethoxy)-naphthalen-1-ylamine). Product: N1(CCOCC1)CCOC1=CC=C(C2=CC=CC=C12)NC(=O)C=1C=CC2=C(N=NS2)C1 (N-[4-(2-Morpholin-4-ylethoxy)-1-naphthyl]-1,2,3-benzothiadiazole-5-carboxamide). RXN SMILES: [S:1]1[C:5]2[CH:6]=[CH:7][C:8]([C:10]([OH:12])=O)=[CH:9][C:4]=2[N:3]=[N:2]1.[N:13]1([CH2:19][CH2:20][O:21][C:22]2[C:31]3[C:26](=[CH:27][CH:28]=[CH:29][CH:30]=3)[C:25]([NH2:32])=[CH:24][CH:23]=2)[CH2:18][CH2:17][O:16][CH2:15][CH2:14]1>>[N:13]1([CH2:19][CH2:20][O:21][C:22]2[C:31]3[C:26](=[CH:27][CH:28]=[CH:29][CH:30]=3)[C:25]([NH:32][C:10]([C:8]3[CH:7]=[CH:6][C:5]4[S:1][N:2]=[N:3][C:4]=4[CH:9]=3)=[O:12])=[CH:24][CH:23]=2)[CH2:18][CH2:17][O:16][CH2:15][CH2:14]1. Procedure: Compound is prepared from benzo[1,2,3]thiadiazole-5-carboxylic acid and 4-(2-morpholin-4-yl-ethoxy)-naphthalen-1-ylamine according to conditions described in general procedure G. Mp: 188-190° C.; 1H NMR (300 MHz, CDCl3) δ 2.70 (t, 4H), 3.00 (t, 2H), 3.78 (t, 4H), 4.30 (t, 2H), 6.82 (d, 1H), 7.58 (m, 2H), 7.65 (d, 1H), 7.88 (d, 1H), 8.15 (d, 1H), 8.25 (d, 2H), 8.40 (s, 1H), 9.18 (s, 1H); MS 435 (M+1). Reactants: C(C)C1=NOC2=C1C=CC(=C2CCC)OCCCBr (3-ethyl-6-(3-bromopropyl)oxy-7-propyl-benz[4,5]isox-azole), 2-(3-chloro-4-dimethylcarbamoylthio)phenyl propionic acid methyl ester, C[O-].[Na+] (sodium methoxide), CO (methanol), CO (methanol). Run at time 1 hour. The product is COC(C(C)C1=CC=CC=C1)=O (phenyl propionic acid methyl ester). RXN SMILES: [CH3:1][O-:2].[Na+].C(C1[C:10]2[CH:11]=[CH:12][C:13](OCCCBr)=[C:14]([CH2:15][CH2:16]C)[C:9]=2ON=1)C.[CH3:23][OH:24]>>[CH3:1][O:2][C:23](=[O:24])[CH:15]([C:14]1[CH:9]=[CH:10][CH:11]=[CH:12][CH:13]=1)[CH3:16] |f:0.1|. Procedure: A solution of 2-(3-chloro-4-dimethylcarbamoylthio)phenyl propionic acid methyl ester (0.106 g; 0.352 mmol) in dry methanol (1.42 mL) was treated with a solution of sodium methoxide in methanol (4.37 M; 0.113 mL; 0.493 mmol). The solution was refluxed for 4 hours and then cooled to room temperature. 3-ethyl-6-(3-bromopropyl)oxy-7-propyl-benz[4,5]isox-azole (0.096 grams; 0.293 mmol) was added and the reaction stirred for 1 hour. The reaction mixture was partitioned between isopropyl acetate and pH...